From a dataset of the Open Reaction Database (ORD), a public repository of structured organic reaction records. describe an organic reaction: reactants, conditions, products, and yield Reactants: OC1=C(NN(C1(C1=CC(=CC=C1)OCCCCCCCCCCCCCCCC)O)C1=CC=CC=C1)O (4,5-dihydroxy-5-(3-hexadecyloxyphenyl)-3-hydroxy-1-phenylpyrazole). Reagents/catalysts: [O-2].[O-2].[Mn+4] (manganese dioxide). The solvent is C1(=CC=CC=C1)C (toluene). Reaction conditions: time 2 hour. Yields the product C(CCCCCCCCCCCCCCC)OC=1C=C(C=CC1)C1=CC(=NN1C1=CC=CC=C1)O (5-(3-hexadecyloxyphenyl)-3-hydroxy-1-phenylpyrazole). Reaction SMILES: O[C:2]1[C:6](O)([C:7]2[CH:12]=[CH:11][CH:10]=[C:9]([O:13][CH2:14][CH2:15][CH2:16][CH2:17][CH2:18][CH2:19][CH2:20][CH2:21][CH2:22][CH2:23][CH2:24][CH2:25][CH2:26][CH2:27][CH2:28][CH3:29])[CH:8]=2)[N:5]([C:31]2[CH:36]=[CH:35][CH:34]=[CH:33][CH:32]=2)[NH:4][C:3]=1[OH:37]>[O-2].[O-2].[Mn+4].C1(C)C=CC=CC=1>[CH2:14]([O:13][C:9]1[CH:8]=[C:7]([C:6]2[N:5]([C:31]3[CH:36]=[CH:35][CH:34]=[CH:33][CH:32]=3)[N:4]=[C:3]([OH:37])[CH:2]=2)[CH:12]=[CH:11][CH:10]=1)[CH2:15][CH2:16][CH2:17][CH2:18][CH2:19][CH2:20][CH2:21][CH2:22][CH2:23][CH2:24][CH2:25][CH2:26][CH2:27][CH2:28][CH3:29] |f:1.2.3|. Reported procedure: 60 ml of toluene and 10 g (0.12 mol) of manganese dioxide were added to 6.3 g (0.013 mol) of 4,5-dihydroxy-5-(3-hexadecyloxyphenyl)-3-hydroxy-1-phenylpyrazole and, heated and stirred for 2 hours on a steam bath. After inorganic substances were filtrated out, the remaining filtrate was concentrated and dried to a solid, and the solid product was crystallized in 20 ml of ethyl acetate. The product crystallized had a melting point of from 108° to 109° C. Yield: 5.8 g, 92.5%. The reactants are C1(CC1)CNCCC (N-cyclopropylmethylpropylamine), solution, C[Al](C)C (trimethylaluminum), C(C)OC(=O)C1=C(N=C2N1C=C(N2C2=C(C=C(C=C2C)C)C)Cl)C (6-chloro-2-methyl-7-(2,4,6-trimethyl-phenyl)-7H-imidazo[1,2-a]imidazole-3-carboxylic acid ethyl ester), [C@@H]([C@H](C(=O)[O-])O)(C(=O)[O-])O.[Na+].[K+] (Rochelle's salt). Run in C1(=CC=CC=C1)C (toluene), C1(=CC=CC=C1)C (toluene), C1(=CC=CC=C1)C (toluene). Conditions: time 1 hour. Yields the product C1(CC1)CN(C(=O)C1=C(N=C2N1CC(N2C2=C(C=C(C=C2C)C)C)=O)C)CCC (2-Methyl-6-oxo-7-(2,4,6-trimethyl-phenyl)-6,7-dihydro-5H-imidazo[1,2-a]imidazole-3-carboxylic acid cyclopropylmethyl-propyl-amide). As a reaction SMILES: [CH:1]1([CH2:4][NH:5][CH2:6][CH2:7][CH3:8])[CH2:3][CH2:2]1.C[Al](C)C.C([O:15][C:16]([C:18]1[N:22]2[CH:23]=[C:24](Cl)[N:25]([C:26]3[C:31]([CH3:32])=[CH:30][C:29]([CH3:33])=[CH:28][C:27]=3[CH3:34])[C:21]2=[N:20][C:19]=1[CH3:36])=O)C.[C@H](O)(C([O-])=O)[C@@H](O)C([O-])=[O:40].[Na+].[K+]>C1(C)C=CC=CC=1>[CH:1]1([CH2:4][N:5]([CH2:6][CH2:7][CH3:8])[C:16]([C:18]2[N:22]3[CH2:23][C:24](=[O:40])[N:25]([C:26]4[C:27]([CH3:34])=[CH:28][C:29]([CH3:33])=[CH:30][C:31]=4[CH3:32])[C:21]3=[N:20][C:19]=2[CH3:36])=[O:15])[CH2:3][CH2:2]1 |f:3.4.5|. Procedure details: To a solution of N-cyclopropylmethylpropylamine (0.22 mL, 1.530 mmol) in toluene (1.5 mL) at 0° C. was added 2.0M solution of trimethylaluminum in toluene (0.77 mL, 1.530 mmol). The clear solution was warmed to room temperature and stirred for 1 h. A solution of 6-chloro-2-methyl-7-(2,4,6-trimethyl-phenyl)-7H-imidazo[1,2-a]imidazole-3-carboxylic acid ethyl ester (20.0 mg, 0.058 mmol) in toluene (1.5 mL) was added at 0° C. via cannula. The reaction mixture was heated at 80° C. for 2 h. A solution... The reactants are [Al+3], CCOCC, [H-], [H-], [H-], [H-], [K+], [Li+], CCCOc1ccc(C(=O)O)cc1N, C1CCOC1, [OH-], O. Yields the product CCCOc1ccc(CO)cc1N. As a reaction SMILES: [Al+3:2].[CH3:26][CH2:27][O:28][CH2:29][CH3:30].[H-:1].[H-:4].[H-:5].[H-:6].[K+:32].[Li+:3].[NH2:12][c:13]1[cH:14][c:15]([C:16](=[O:17])[OH:18])[cH:19][cH:20][c:21]1[O:22][CH2:23][CH2:24][CH3:25].[O:7]1[CH2:8][CH2:9][CH2:10][CH2:11]1.[OH-:31].[OH2:33]>>[NH2:12][c:13]1[cH:14][c:15]([CH2:16][OH:17])[cH:19][cH:20][c:21]1[O:22][CH2:23][CH2:24][CH3:25]. Reactants: ( A2 ), vinyl resin, C=CC1=CC=CC=C1.C(C(=C)C)(=O)O.[Na] (styrene methacrylic acid sodium), S(=O)(=O)([O-])[O-] (sulfate), C1CO1 (ethylene oxide), C(C(=C)C)(=O)O (methacrylic acid), aqueous solution, S(=O)(=O)([O-])OOS(=O)(=O)[O-].[NH4+].[NH4+] (ammonium persulfate). Run at time 5 hour. Product: C(=CC1=CC=CC=C1)CC(C(=O)O)=C (Styrene-Methacrylic Acid). RXN SMILES: S(OOS([O-])(=O)=O)([O-])(=O)=O.[NH4+].[NH4+].[CH2:13]=[CH:14][C:15]1[CH:20]=[CH:19][CH:18]=[CH:17][CH:16]=1.[C:21]([OH:26])(=[O:25])[C:22]([CH3:24])=[CH2:23].[Na].S([O-])([O-])(=O)=O.C1OC1.C(O)(=O)C(C)=C>>[CH:13]([CH2:24][C:22](=[CH2:23])[C:21]([OH:26])=[O:25])=[CH:14][C:15]1[CH:20]=[CH:19][CH:18]=[CH:17][CH:16]=1 |f:0.1.2,3.4.5,^1:26|. Procedure: Further, 30 parts of a 1% aqueous solution of ammonium persulfate were added thereto, and the mixture was aged for 5 hours at 75° C. Thus, an aqueous dispersion (i.e., a particulate resin dispersion (A2)) of a vinyl resin (i.e., a copolymer of styrene/methacrylic acid/sodium salt of sulfate of ethylene oxide adduct of methacrylic acid) was prepared.